From a dataset of the Open Reaction Database (ORD), a public repository of structured organic reaction records. describe an organic reaction: reactants, conditions, products, and yield The reactants are Br (HBr), C(C)(C)S (iPrSH), N[C@@H](CCO)C(=O)O (L-homoserine), [Al+3].[Cl-].[Cl-].[Cl-] (AlCl3). Reaction conditions: time 10 minute. The product is N[C@@H](CCSC)C(=O)O (L-methionine). As a reaction SMILES: Br.[NH2:2][C@H:3]([C:7]([OH:9])=[O:8])[CH2:4][CH2:5]O.[Al+3].[Cl-].[Cl-].[Cl-].[CH:14]([SH:17])(C)C>>[NH2:2][C@H:3]([C:7]([OH:9])=[O:8])[CH2:4][CH2:5][S:17][CH3:14] |f:2.3.4.5|. Reported procedure: iPrSH (20 ml) was treated slowly with gaseous HBr. Subsequently L-homoserine (10 mmol) was added and the mixture was stirred for 10 minutes. Thereafter, AlCl3 (40 mmol) was added and the reaction mixture was stirred for 4 h at room temperature. The reaction mixture was quenched using H2O/HCl and then made basic with NaOH. After filtering off Al(OH)3 by suction the filtrate solution was concentrated to dryness and analysed by HPLC. Yield of (1)=8.2%. Activation of L-homoserine at the C-4 atom and... The reactants are NCC(COC1=CC=C(C=C1)C=1N(C=C(N1)C(F)(F)F)C)O (1-amino-3-[4-(1-methyl-4-(trifluoromethyl)-1H-imidazol-2-yl)-phenoxy]-2-propanol), BrCCOC1=CC=C(C(C(=O)N)=C1)O (5-(2-bromoethoxy)-salicylamide). Reaction conditions: time 1 hour. Yields the product C(N)(=O)C=1C=C(OCCNCC(COC2=CC=C(C=C2)C=2N(C=C(N2)C(F)(F)F)C)O)C=CC1O (1-[2-(3-carbamoyl-4-hydroxyphenoxy)-ethylamino]-3-[4-(1-methyl-4-(trifluoromethyl)-1H-imidazol-2-yl)-phenoxy]-2-propanol). RXN SMILES: [NH2:1][CH2:2][CH:3]([OH:22])[CH2:4][O:5][C:6]1[CH:11]=[CH:10][C:9]([C:12]2[N:13]([CH3:21])[CH:14]=[C:15]([C:17]([F:20])([F:19])[F:18])[N:16]=2)=[CH:8][CH:7]=1.Br[CH2:24][CH2:25][O:26][C:27]1[CH:35]=[C:31]([C:32]([NH2:34])=[O:33])[C:30]([OH:36])=[CH:29][CH:28]=1>>[C:32]([C:31]1[CH:35]=[C:27]([CH:28]=[CH:29][C:30]=1[OH:36])[O:26][CH2:25][CH2:24][NH:1][CH2:2][CH:3]([OH:22])[CH2:4][O:5][C:6]1[CH:7]=[CH:8][C:9]([C:12]2[N:13]([CH3:21])[CH:14]=[C:15]([C:17]([F:20])([F:18])[F:19])[N:16]=2)=[CH:10][CH:11]=1)(=[O:33])[NH2:34]. Procedure details: A mixture of 1.5 g of 1-amino-3-[4-(1-methyl-4-(trifluoromethyl)-1H-imidazol-2-yl)-phenoxy]-2-propanol and 0.82 g of 5-(2-bromoethoxy)-salicylamide is stirred for 1 hour in an oil bath at a temperature of 100°. The melt is then extracted by boiling with 30 ml of isopropanol. The filtered solution is concentrated to 15 ml, cooled and the crystals that are precipitated are filtered off. Recrystallisation from methanol yields 1-[2-(3-carbamoyl-4-hydroxyphenoxy)-ethylamino]-3-[4-(1-methyl-4-(trifluo... Run in O1CCCC1 (tetrahydrofuran), O1CCCC1 (tetrahydrofuran). Procedure details: 2.28 ml (4.56 mmol) of a 2M solution of benzylmagnesium bromide in tetrahydrofuran were added dropwise, whilst ice-cooling, to a solution of 1 g (2.27 mmol) of (4R)-1-t-butoxycarbonyl-4-(p-toluenesulfonyloxy)-N-t-butyl-L-prolinamide [prepared as described in Preparation 6(a)] in 15 ml of tetrahydrofuran, and the mixture was stirred at room temperature for 3 hours. At the end of this time, the reaction mixture was poured into ice-water and extracted with ethyl acetate. The organic extract was was... Reaction SMILES: C([Mg]Br)C1C=CC=CC=1.[C:10]([O:14][C:15]([N:17]1[CH2:28][C@H:27](OS(C2C=CC(C)=CC=2)(=O)=O)[CH2:26][C@H:18]1[C:19]([NH:21][C:22]([CH3:25])([CH3:24])[CH3:23])=[O:20])=[O:16])([CH3:13])([CH3:12])[CH3:11]>O1CCCC1>[C:10]([O:14][C:15]([N:17]1[CH2:28][C@@H:27]2[CH2:26][C@H:18]1[C:19](=[O:20])[N:21]2[C:22]([CH3:25])([CH3:24])[CH3:23])=[O:16])([CH3:13])([CH3:12])[CH3:11]. The reactants are C(C)(C)(C)OC(=O)N1[C@H](C(=O)NC(C)(C)C)C[C@H](C1)OS(=O)(=O)C1=CC=C(C=C1)C ((4R)-1-t-butoxycarbonyl-4-(p-toluenesulfonyloxy)-N-t-butyl-L-prolinamide), ice water, solution, C(C1=CC=CC=C1)[Mg]Br (benzylmagnesium bromide). Isolated yield 42.7%. Conditions: time 3 hour. Product: C(C)(C)(C)OC(=O)N1[C@@H]2C(N([C@H](C1)C2)C(C)(C)C)=O ((1S,4S)-5-t-Butoxycarbonyl-2-t-butyl-2,5-diazabicyclo[2.2.1]heptan-3-one). Starting materials: [H-].[Na+] (sodium hydride), ClC1=NC(=NC(=C1)OC)SC (4-chloro-6-methoxy-2-methylthiopyrimidine), C(CO)(=O)OC (methyl glycolate), CN(C=O)C (N,N-dimethylformamide). Run in O (water). Reaction conditions: time 5 hour. The product is COC1=CC(=NC(=N1)SC)OCC(=O)OC (6-methoxy-4-(methoxycarbonyl)methoxy-2-methylthiopyrimidine). Yield: 59.9%. RXN SMILES: [H-].[Na+].Cl[C:4]1[CH:9]=[C:8]([O:10][CH3:11])[N:7]=[C:6]([S:12][CH3:13])[N:5]=1.[C:14]([O:18][CH3:19])(=[O:17])[CH2:15][OH:16].CN(C)C=O>O>[CH3:11][O:10][C:8]1[N:7]=[C:6]([S:12][CH3:13])[N:5]=[C:4]([O:16][CH2:15][C:14]([O:18][CH3:19])=[O:17])[CH:9]=1 |f:0.1|. Reported procedure: 0.4 g of sodium hydride was added to a mixture of 1.59 g of 4-chloro-6-methoxy-2-methylthiopyrimidine, 0.98 g of methyl glycolate and 10 ml of N,N-dimethylformamide at 0° C. The mixture was stirred at room temperature for 5 hours, then, the reaction solution was poured into water, and extracted with ethyl acetate. The organic layer was washed with saturated saline, dried over anhydrous magnesium sulfate, and concentrated. The residue was subjected to silica gel column chromatography to obtain 1....